Dataset: the Open Reaction Database (ORD), a public repository of structured organic reaction records. Task: describe an organic reaction: reactants, conditions, products, and yield The reactants are CCCC[N+](CCCC)(CCCC)CCCC.[F-] (TBAF), [Si](C)(C)(C(C)(C)C)OC1=CC=C(C=C1)C1=CC=CN2C1=NS(CC2)(=O)=O (9-(4-{[tert-butyl(dimethyl)silyl]oxy}phenyl)-3,4-dihydropyrido[2,1-c][1,2,4]thiadiazine 2,2-dioxide), [NH4+].[Cl-] (NH4Cl). The solvent is C1CCOC1 (THF). Reaction conditions: time 30 minute. Yields the product O=S1(N=C2N(CC1)C=CC=C2C2=CC=C(C=C2)O)=O (4-(2,2-dioxido-3,4-dihydropyrido[2,1-c][1,2,4]thiadiazin-9-yl)phenol). Yield: 96.8%. Reaction SMILES: CCCC[N+](CCCC)(CCCC)CCCC.[F-].[Si]([O:26][C:27]1[CH:32]=[CH:31][C:30]([C:33]2[C:38]3=[N:39][S:40](=[O:44])(=[O:43])[CH2:41][CH2:42][N:37]3[CH:36]=[CH:35][CH:34]=2)=[CH:29][CH:28]=1)(C(C)(C)C)(C)C.[NH4+].[Cl-]>C1COCC1>[O:44]=[S:40]1(=[O:43])[CH2:41][CH2:42][N:37]2[CH:36]=[CH:35][CH:34]=[C:33]([C:30]3[CH:31]=[CH:32][C:27]([OH:26])=[CH:28][CH:29]=3)[C:38]2=[N:39]1 |f:0.1,3.4|. Procedure details: TBAF (1 M in THF) (40.0 mL) was added to a solution of 9-(4-{[tert-butyl(dimethyl)silyl]oxy}phenyl)-3,4-dihydropyrido[2,1-c][1,2,4]thiadiazine 2,2-dioxide (14.9 g) in THF (dry)(2.0 L) at 0° C. and the mixture was stirred at ambient temperature for 30 min. The mixture was neutralized with sat. NH4Cl aq. and extracted with EtOAc. The organic layer was separated, dried over anhydrous sodium sulfate and concentrated in vacuo. The residue was washed with EtOAc/hexane to give the title compound (10.2 ... Starting materials: NC1=CC(=C(C=C1)O)Cl (4-amino-2-chlorophenol), N1=CC=CC=C1 (pyridine), ClC(=O)OC(C)C (isopropyl chloroformate), ClC(=O)OC(C)C (isopropyl chloroformate). Solvent: CN(C)C=O (DMF). Run at temperature 25 celsius, time 4 hour. Yields the product ClC=1C=C(NC(OC(C)C)=O)C=CC1O (3-Chloro-4-Hydroxycarbanilic Acid, Isopropyl Ester). As a reaction SMILES: [NH2:1][C:2]1[CH:7]=[CH:6][C:5]([OH:8])=[C:4]([Cl:9])[CH:3]=1.N1C=CC=CC=1.Cl[C:17]([O:19][CH:20]([CH3:22])[CH3:21])=[O:18]>CN(C=O)C>[Cl:9][C:4]1[CH:3]=[C:2]([CH:7]=[CH:6][C:5]=1[OH:8])[NH:1][C:17](=[O:18])[O:19][CH:20]([CH3:22])[CH3:21]. Procedure: To a solution of 4-amino-2-chlorophenol (21.45 grams, 0.15 mole) in dry DMF (150 ml.) and pyridine (11.8 grams) is added at 0°C. slowly dropwise with stirring isopropyl chloroformate (16.5 grams, 0.016 mole). After 4 hours at 0° C. to 5°C., a further one gram of isopropyl chloroformate is added. The mixture is stirred at 25°C. for 16 hours, then poured into ice-dilute hydrochloric acid. After 4 hours stirring and scratching, a solid separates out and is filtered off. Crystallization from methano... Reactants: IC=1C=C(C=CC1)C1=C(N=CS1)C(=O)NCCNC(OC(C)(C)C)=O (t-butyl [2-[5-(3-iodophenyl)-4-thiazolecarboxamido]ethyl]carbamate), C(Cl)Cl (methylene chloride), FC(C(=O)O)(F)F (trifluoroacetic acid). The product is Cl.NCCNC(=O)C=1N=CSC1C1=CC(=CC=C1)I (N-(2-aminoethyl)-5-(3-iodophenyl)-4-thiazolecarboxamide hydrochloride). Yield: 88.0%. Reaction SMILES: [I:1][C:2]1[CH:3]=[C:4]([C:8]2[S:12][CH:11]=[N:10][C:9]=2[C:13]([NH:15][CH2:16][CH2:17][NH:18]C(=O)OC(C)(C)C)=[O:14])[CH:5]=[CH:6][CH:7]=1.FC(F)(F)C(O)=O.C(Cl)[Cl:34]>>[ClH:34].[NH2:18][CH2:17][CH2:16][NH:15][C:13]([C:9]1[N:10]=[CH:11][S:12][C:8]=1[C:4]1[CH:5]=[CH:6][CH:7]=[C:2]([I:1])[CH:3]=1)=[O:14] |f:3.4|. Reported procedure: 6.3 g (13.3 mmol) of t-butyl [2-[5-(3-iodophenyl)-4-thiazolecarboxamido]ethyl]carbamate were dissolved in 70 ml of methylene chloride, treated with 5.1 ml of trifluoroacetic acid and stirred under reflux for 2 hours. Subsequently, the mixture was concentrated under reduced pressure. The residue was dissolved in 50 ml of methanol and treated with 5.2 ml of 2.7N ethanolic hydrochloric acid, whereby 4.8 g (88%) of N-(2-aminoethyl)-5-(3-iodophenyl)-4-thiazolecarboxamide hydrochloride were obtained a... The reactants are ClC1=C(C=C(C=C1)S(=O)(=O)NC1=CC(=CC=C1)Cl)[N+](=O)[O-] (4-Chloro-N-(3-chlorophenyl)-3-nitrobenzenesulfonamide), CN1CCNCC1 (N-methylpiperazine), C(=O)([O-])[O-].[K+].[K+] (K2CO3). Run in CC#N (CH3CN). The product is ClC=1C=C(C=CC1)NS(=O)(=O)C1=CC(=C(C=C1)N1CCN(CC1)C)[N+](=O)[O-] (N-(3-chlorophenyl)-4-(4-methyl-1-piperazinyl)-3-nitrobenzenesulfonamide). The yield is 78.6%. As a reaction SMILES: Cl[C:2]1[CH:7]=[CH:6][C:5]([S:8]([NH:11][C:12]2[CH:17]=[CH:16][CH:15]=[C:14]([Cl:18])[CH:13]=2)(=[O:10])=[O:9])=[CH:4][C:3]=1[N+:19]([O-:21])=[O:20].[CH3:22][N:23]1[CH2:28][CH2:27][NH:26][CH2:25][CH2:24]1.C([O-])([O-])=O.[K+].[K+]>CC#N>[Cl:18][C:14]1[CH:13]=[C:12]([NH:11][S:8]([C:5]2[CH:6]=[CH:7][C:2]([N:26]3[CH2:27][CH2:28][N:23]([CH3:22])[CH2:24][CH2:25]3)=[C:3]([N+:19]([O-:21])=[O:20])[CH:4]=2)(=[O:10])=[O:9])[CH:17]=[CH:16][CH:15]=1 |f:2.3.4|. Procedure details: 1H NMR (CDCl3) δ 7.00-7.40 (m, 3H), 7.60-7.90 (m, 3H), 8.70 (bs, 1H). 4-Chloro-N-(3-chlorophenyl)-3-nitrobenzenesulfonamide (0.45 g, 1.3 mmol), N-methylpiperazine (0.191 mL, 1.73 mmol) and K2CO3 (359 mg, 2.6 mmol) in CH3CN (2.5 mL) as the filtrated was concentrated to give a residue which was purified by column (SiO2, CHCl3:MeOH: NH3 9:1:0.4%) to give 420 mg of N-(3-chlorophenyl)-4-(4-methyl-1-piperazinyl)-3-nitrobenzenesulfonamide (85%). Purity >95% according to HPLC analysis. The compound was ... Reactants: [OH-].[Li+] (Lithium hydroxide), C(C)OC(=O)C1=CN=C(C2=C(C=C(C=C12)OC)OC)CN1C(C2=CC=CC=C2C1=O)=O (1-(1,3-dioxo-1,3-dihydro-isoindol-2-ylmethyl)-6,8-dimethoxy-isoquinoline-4-carboxylic acid ethyl ester), Cl (HCl). Run in C1CCOC1 (THF). Reaction conditions: time 16 hour. Product: O=C1N(C(C2=CC=CC=C12)=O)CC1=NC=C(C2=CC(=CC(=C12)OC)OC)C(=O)O (1-(1,3-Dioxo-1,3-dihydro-isoindol-2-ylmethyl)-6,8-dimethoxy-isoquinoline-4-carboxylic acid). Yield: 68.9%. RXN SMILES: [OH-].[Li+].C([O:5][C:6]([C:8]1[C:17]2[C:12](=[C:13]([O:20][CH3:21])[CH:14]=[C:15]([O:18][CH3:19])[CH:16]=2)[C:11]([CH2:22][N:23]2[C:31](=[O:32])[C:30]3[C:25](=[CH:26][CH:27]=[CH:28][CH:29]=3)[C:24]2=[O:33])=[N:10][CH:9]=1)=[O:7])C.Cl>C1COCC1>[O:33]=[C:24]1[C:25]2[C:30](=[CH:29][CH:28]=[CH:27][CH:26]=2)[C:31](=[O:32])[N:23]1[CH2:22][C:11]1[C:12]2[C:17](=[CH:16][C:15]([O:18][CH3:19])=[CH:14][C:13]=2[O:20][CH3:21])[C:8]([C:6]([OH:7])=[O:5])=[CH:9][N:10]=1 |f:0.1|. Reported procedure: Lithium hydroxide (1N, 100 mL) was added to a solution of Example 1A (19.6 g, 46.6 mmol) in THF (50 mL), and the reaction was stirred for 16 h. The solution was acidified to pH=3 with 1N HCl. The resulting solid was collected by filtration and dried under vacuum to give 12.6 g (69%) of the title compound. H1-NMR (DMSO-d6): δ 8.90 (s, 1H), 8.58 (t, 1H, J=4.8 Hz), 8.01 (d, 1H, J=2.0 Hz), 7.73 (d, 1H, J=3.6 Hz), 7.66 (d, 1H, J=3.6 Hz), 7.58 (t, 1H, J=3.6 Hz), 7.52 (t, 1H, J=3.6 Hz), 5.10 (d, 2H, J=... Reactants: CS(=O)(=O)OCc1cc2ncc(C(F)(F)F)cc2s1, CS(C)=O, Oc1ccc(N2CCNCC2)cc1. Yields the product Oc1ccc(N2CCN(Cc3cc4ncc(C(F)(F)F)cc4s3)CC2)cc1. As a reaction SMILES: [CH3:1][S:2]([O:3][CH2:6][c:7]1[cH:8][c:9]2[n:10][cH:11][c:12]([C:16]([F:17])([F:18])[F:19])[cH:13][c:14]2[s:15]1)(=[O:4])=[O:5].[CH3:33][S:34]([CH3:35])=[O:36].[N:20]1([c:26]2[cH:27][cH:28][c:29]([OH:32])[cH:30][cH:31]2)[CH2:21][CH2:22][NH:23][CH2:24][CH2:25]1>>[CH2:6]([c:7]1[cH:8][c:9]2[n:10][cH:11][c:12]([C:16]([F:17])([F:18])[F:19])[cH:13][c:14]2[s:15]1)[N:23]1[CH2:22][CH2:21][N:20]([c:26]2[cH:27][cH:28][c:29]([OH:32])[cH:30][cH:31]2)[CH2:25][CH2:24]1.